This data is from the Open Reaction Database (ORD), a public repository of structured organic reaction records. The task is: describe an organic reaction: reactants, conditions, products, and yield Starting materials: C(#N)C(C(=O)OC(C)(C)C)CC1=CC=C(C=C1)C1=NC=CC=C1 (tert-butyl 2-cyano-3-(4-(pyridin-2-yl)phenyl)propanoate), [OH-].[NH4+] (ammonium hydroxide). The reagents and catalysts are [Ni] (nickel), [Pd] (Pd/C). Solvent: O1CCOCC1 (dioxane). Conditions: time 3 hour. Product: NCC(C(=O)OC(C)(C)C)CC1=CC=C(C=C1)C1=NC=CC=C1 (Tert-butyl 3-amino-2-(4-(pyridin-2-yl)benzyl)propanoate). Reaction SMILES: [C:1]([CH:3]([CH2:11][C:12]1[CH:17]=[CH:16][C:15]([C:18]2[CH:23]=[CH:22][CH:21]=[CH:20][N:19]=2)=[CH:14][CH:13]=1)[C:4]([O:6][C:7]([CH3:10])([CH3:9])[CH3:8])=[O:5])#[N:2].[OH-].[NH4+]>O1CCOCC1.[Ni].[Pd]>[NH2:2][CH2:1][CH:3]([CH2:11][C:12]1[CH:13]=[CH:14][C:15]([C:18]2[CH:23]=[CH:22][CH:21]=[CH:20][N:19]=2)=[CH:16][CH:17]=1)[C:4]([O:6][C:7]([CH3:8])([CH3:9])[CH3:10])=[O:5] |f:1.2|. Procedure: A suspension of tert-butyl 2-cyano-3-(4-(pyridin-2-yl)phenyl)propanoate (150 mg, 0.486 mmol), Raney 2800 nickel (slurry in water) (0.486 mmol), Pd/C (51.8 mg, 0.049 mmol) and ammonium hydroxide (1.894 ml, 48.6 mmol) in dioxane (10 ml) was stirred at room temperature under H2 for 3 hours. The reaction mixture was filtered, and the filtrate was extracted with EtOAc. The combined organic layer was washed with brine and dried over anhydrous sodium sulfate, filtered and concentrated under reduced pre... Starting materials: N[C@@H](CC(C)C)C(=O)CBr.Br (H-LeuCH2Br.HBr), N([C@@H](CC1=CC=CC=C1)C(=O)NCC(=O)N[C@@H](CC(C)C)C(=O)CCl)C(=O)OCC1=CC=CC=C1 (Z-Phe-Gly-Leu-CH2Cl). The product is anhydride, N([C@@H](CC1=CC=CC=C1)C(=O)NCC(=O)O)C(=O)OCC1=CC=CC=C1.C[C@@H](C(=O)O)N (Z-Phe-Gly ALa-OH). RXN SMILES: N[C@H](C(CBr)=[O:8])CC(C)C.Br.[NH:12]([C:37]([O:39][CH2:40][C:41]1[CH:46]=[CH:45][CH:44]=[CH:43][CH:42]=1)=[O:38])[C@H:13]([C:21]([NH:23][CH2:24][C:25]([NH:27][C@H:28]([C:33](CCl)=[O:34])[CH2:29]C(C)C)=[O:26])=[O:22])[CH2:14][C:15]1[CH:20]=[CH:19][CH:18]=[CH:17][CH:16]=1>>[NH:12]([C:37]([O:39][CH2:40][C:41]1[CH:46]=[CH:45][CH:44]=[CH:43][CH:42]=1)=[O:38])[C@H:13]([C:21]([NH:23][CH2:24][C:25]([OH:26])=[O:8])=[O:22])[CH2:14][C:15]1[CH:16]=[CH:17][CH:18]=[CH:19][CH:20]=1.[CH3:29][C@H:28]([NH2:27])[C:33]([OH:34])=[O:8] |f:0.1,3.4|. Procedure details: A mixed anhydride of Z-Phe-Gly-ALa-OH (0.41 g, 0.95 mmol) was prepared and coupled to H-LeuCH2Br.HBr substantially according to the procedure described for preparation of Z-Phe-Gly-Leu-CH2Cl, above. The resulting product was crystallized from ethyl acetate:hexane to yield 0.30 g. Product was recrystallized from the same solvents to yield 0.07 g, m.p. 135.5°-138° (dec.). Starting materials: N[C@@H](CCO)C(=O)O (L-homoserine), C(O)([O-])=O.[Na+] (sodium hydrogen carbonate), O (water), ClC(=O)OCC1=CC=CC=C1 (benzyl chloroformate). Solvent: C(C)(=O)OCC (ethyl acetate), CCOCC (ether). Run at time 1 hour. The product is O=C1OCC[C@@H]1NC(OCC1=CC=CC=C1)=O (benzyl (3S)-2-oxotetrahydro-3-furanylcarbamate). Reaction SMILES: [NH2:1][C@H:2]([C:6]([OH:8])=[O:7])[CH2:3][CH2:4]O.C(=O)([O-])O.[Na+].O.Cl[C:16]([O:18][CH2:19][C:20]1[CH:25]=[CH:24][CH:23]=[CH:22][CH:21]=1)=[O:17]>C(OCC)(=O)C.CCOCC>[O:8]=[C:6]1[C@@H:2]([NH:1][C:16](=[O:17])[O:18][CH2:19][C:20]2[CH:25]=[CH:24][CH:23]=[CH:22][CH:21]=2)[CH2:3][CH2:4][O:7]1 |f:1.2|. Procedure: To L-homoserine (2 g) were added sodium hydrogen carbonate (3.7 g) and water (30 ml), and the mixture was stirred at room temperature for 1 hr. To the reaction mixture were further added benzyl chloroformate (3.9 ml) and ether (10 ml), and the mixture was stirred at room temperature for 18 hrs. The reaction mixture was diluted with ethyl acetate and washed with 1N hydrochloric acid. The organic layer was dried over anhydrous sodium sulfate and the solvent was evaporated. The obtained crude produ...